This data is from the Open Reaction Database (ORD), a public repository of structured organic reaction records. The task is: describe an organic reaction: reactants, conditions, products, and yield The product is O=CN1CCC2=C(CCCC2)C1Cc1ccc(Oc2ccccc2)cc1. The reactants are Brc1ccccc1, O=C([O-])[O-], [Cu], [K+], [K+], O=CN1CCC2=C(CCCC2)C1Cc1ccc(O)cc1, c1ccncc1. As a reaction SMILES: [Br:21][c:22]1[cH:23][cH:24][cH:25][cH:26][cH:27]1.[C:28](=[O:29])([O-:30])[O-:31].[Cu:34].[K+:32].[K+:33].[OH:1][c:2]1[cH:3][cH:4][c:5]([CH2:6][CH:7]2[N:8]([CH:17]=[O:18])[CH2:9][CH2:10][C:11]3=[C:16]2[CH2:15][CH2:14][CH2:13][CH2:12]3)[cH:19][cH:20]1.[cH:35]1[cH:36][cH:37][n:38][cH:39][cH:40]1>>[O:1]([c:2]1[cH:3][cH:4][c:5]([CH2:6][CH:7]2[N:8]([CH:17]=[O:18])[CH2:9][CH2:10][C:11]3=[C:16]2[CH2:15][CH2:14][CH2:13][CH2:12]3)[cH:19][cH:20]1)[c:22]1[cH:23][cH:24][cH:25][cH:26][cH:27]1. Starting materials: C1(CC1)CNCC=1C=C(C=NC1)C=1C=C2C(=CNC2=C(C1)C(=O)N)C1CCN(CC1)S(=O)(=O)CC (5-(5-{[(cyclopropylmethyl)amino]methyl}-3-pyridinyl)-3-[1-(ethylsulfonyl)-4-piperidinyl]-1H-indole-7-carboxamide), CC1(OB(OC1(C)C)C=1C=C(C=NC1)C=O)C (5-(4,4,5,5-tetramethyl-1,3,2-dioxaborolan-2-yl)-3-pyridinecarbaldehyde), solution, C(C)N (ethylamine), C1CCOC1 (THF), [BH3-]C#N.[Na+] (NaCNBH3). The product is C(C)NCC=1C=NC=C(C1)B1OC(C(O1)(C)C)(C)C (ethyl{[5-(4,4,5,5-tetramethyl-1,3,2-dioxaborolan-2-yl)-3-pyridinyl]methyl}amine). As a reaction SMILES: [CH:1]1([CH2:4][NH:5][CH2:6][C:7]2[CH:8]=[C:9](C3C=C4C(=C(C(N)=O)C=3)NC=C4C3CCN(S(CC)(=O)=O)CC3)[CH:10]=[N:11][CH:12]=2)CC1.[CH3:36][C:37]1([CH3:52])[C:41]([CH3:43])([CH3:42])[O:40][B:39](C2C=C(C=O)C=NC=2)[O:38]1.C(N)C.C1COCC1.[BH3-]C#N.[Na+]>>[CH2:4]([NH:5][CH2:6][C:7]1[CH:12]=[N:11][CH:10]=[C:9]([B:39]2[O:40][C:41]([CH3:43])([CH3:42])[C:37]([CH3:52])([CH3:36])[O:38]2)[CH:8]=1)[CH3:1] |f:4.5|. Reported procedure: Following the general procedure of 5-(5-{[(cyclopropylmethyl)amino]methyl}-3-pyridinyl)-3-[1-(ethylsulfonyl)-4-piperidinyl]-1H-indole-7-carboxamide, 5-(4,4,5,5-tetramethyl-1,3,2-dioxaborolan-2-yl)-3-pyridinecarbaldehyde (30 mg, 0.129 mmol), a 2 M solution of ethylamine in THF (0.065 mL, 0.129 mmol), and NaCNBH3 (16 mg, 0.258 mmol) were reacted to give 19 mg of crude ethyl{[5-(4,4,5,5-tetramethyl-1,3,2-dioxaborolan-2-yl)-3-pyridinyl]methyl}amine. The crude ethyl{[5-(4,4,5,5-tetramethyl-1,3,2-diox...